Task: describe an organic reaction: reactants, conditions, products, and yield. Dataset: the Open Reaction Database (ORD), a public repository of structured organic reaction records The reactants are C1CCNCC1, CCOCC, CCOC(C)=O, COc1ccc(C(=O)c2c(CO[N+](=O)[O-])n(C(C)=O)c(=O)n2C(C)=O)cc1, O. Product: COc1ccc(C(=O)c2c(CO[N+](=O)[O-])[nH]c(=O)n2C(C)=O)cc1. RXN SMILES: [CH2:28]1[CH2:29][CH2:30][NH:31][CH2:32][CH2:33]1.[CH2:35]([O:36][CH2:37][CH3:38])[CH3:39].[CH3:40][CH2:41][O:42][C:43](=[O:44])[CH3:45].[N+:1](=[O:2])([O:3][CH2:4][c:5]1[c:6]([C:17]([c:18]2[cH:19][cH:20][c:21]([O:24][CH3:25])[cH:22][cH:23]2)=[O:26])[n:7]([C:14]([CH3:15])=[O:16])[c:8](=[O:13])[n:9]1[C:10](=[O:11])[CH3:12])[O-:27].[OH2:34]>>[N+:1](=[O:2])([O:3][CH2:4][c:5]1[c:6]([C:17]([c:18]2[cH:19][cH:20][c:21]([O:24][CH3:25])[cH:22][cH:23]2)=[O:26])[n:7]([C:14]([CH3:15])=[O:16])[c:8](=[O:13])[nH:9]1)[O-:27].